Task: describe an organic reaction: reactants, conditions, products, and yield. Dataset: the Open Reaction Database (ORD), a public repository of structured organic reaction records Reactants: NC=1C=C2CCCC(C2=CC1)CNC(CC)=O (N-(6-amino-1,2,3,4-tetrahydro-naphthalen-1-ylmethyl)-propionamide), C(C)(C)C1=CC=C(C=C1)S(=O)(=O)Cl (4-isopropyl-benzenesulfonyl chloride). Run in N1=CC=CC=C1 (pyridine). Run at temperature 0 celsius, time 16 hour. Yields the product C(C)(C)C1=CC=C(C=C1)S(=O)(=O)NC=1C=C2CCCC(C2=CC1)CNC(CC)=O (N-[6-(4-Isopropyl-benzenesulfonylamino)-1,2,3,4-tetrahydro-naphthalen-1-ylmethyl]-propionamide). The yield is 101.5%. As a reaction SMILES: [NH2:1][C:2]1[CH:3]=[C:4]2[C:9](=[CH:10][CH:11]=1)[CH:8]([CH2:12][NH:13][C:14](=[O:17])[CH2:15][CH3:16])[CH2:7][CH2:6][CH2:5]2.[CH:18]([C:21]1[CH:26]=[CH:25][C:24]([S:27](Cl)(=[O:29])=[O:28])=[CH:23][CH:22]=1)([CH3:20])[CH3:19]>N1C=CC=CC=1>[CH:18]([C:21]1[CH:26]=[CH:25][C:24]([S:27]([NH:1][C:2]2[CH:3]=[C:4]3[C:9](=[CH:10][CH:11]=2)[CH:8]([CH2:12][NH:13][C:14](=[O:17])[CH2:15][CH3:16])[CH2:7][CH2:6][CH2:5]3)(=[O:29])=[O:28])=[CH:23][CH:22]=1)([CH3:20])[CH3:19]. Reported procedure: To a solution of N-(6-amino-1,2,3,4-tetrahydro-naphthalen-1-ylmethyl)-propionamide (290 mg, 1.26 mmol) in pyridine (10 ml) at 0° C. 4-isopropyl-benzenesulfonyl chloride (280 mg, 1.26 mmol) was added. The mixture was stirred at 0° C. for 1 h and 16 h at room temperature. After evaporation under reduced pressure the obtained residue was partitioned between ethyl acetate and saturated aqueous NaHCO3. The organic layer was washed twice with saturated aqueous NaHCO3, dried over MgSO4, filtered and th... Reactants: N(CCO)(CCO)CCO (Triethanolamine), C(C1=CC=CC=C1)N1C(C=C(C2=CC=CC=C12)C(C(=O)O)C)=O (α-(1-benzyl-1,2-dihydro-2-oxoquinol-4-yl)propionic acid). The solvent is O (water). Reaction conditions: time 8 hour. Yields the product C(C1=CC=CC=C1)N1C(C=C(C2=CC=CC=C12)C(C(=O)O)C)=O.N(CCO)(CCO)CCO (triethanolamine α-(1-benzyl-1,2-dihydro-2-oxoquinol-4-yl)propionate). Yield: 94.2%. RXN SMILES: [N:1]([CH2:8][CH2:9][OH:10])([CH2:5][CH2:6][OH:7])[CH2:2][CH2:3][OH:4].[CH2:11]([N:18]1[C:27]2[C:22](=[CH:23][CH:24]=[CH:25][CH:26]=2)[C:21]([CH:28]([CH3:32])[C:29]([OH:31])=[O:30])=[CH:20][C:19]1=[O:33])[C:12]1[CH:17]=[CH:16][CH:15]=[CH:14][CH:13]=1>O>[CH2:11]([N:18]1[C:27]2[C:22](=[CH:23][CH:24]=[CH:25][CH:26]=2)[C:21]([CH:28]([CH3:32])[C:29]([OH:31])=[O:30])=[CH:20][C:19]1=[O:33])[C:12]1[CH:13]=[CH:14][CH:15]=[CH:16][CH:17]=1.[N:1]([CH2:8][CH2:9][OH:10])([CH2:5][CH2:6][OH:7])[CH2:2][CH2:3][OH:4] |f:3.4|. Reported procedure: Triethanolamine (0.243 g.) was added to a stirred suspension of finely powdered α-(1-benzyl-1,2-dihydro-2-oxoquinol-4-yl)propionic acid (0.50 g.) in distilled water (5.0 ml.), and the mixture was stirred overnight at ambient temperature. The solid which had formed was separated and dried in vacuo over phosphorus pentoxide to give triethanolamine α-(1-benzyl-1,2-dihydro-2-oxoquinol-4-yl)propionate (0.7 g.), m.p. 163°-165° C. (decomposition). The reactants are IC1=C(C=CC=C1)CC(=O)O (2-Iodophenylacetic acid), S(=O)(Cl)Cl (thionyl chloride), NC=1C=C(C=CC1)N1C2=C(NC(CC1=O)=O)C1=CC=CC=C1C=C2 (5-(3-aminophenyl)-1H-naphtho[1,2-b][1,4]diazepine-2,4(3H,5H)-dione). Product: IC1=C(C=CC=C1)CC(=O)NC=1C=C(C=CC1)N1C2=C(NC(CC1=O)=O)C1=CC=CC=C1C=C2 (5-[3-[(2-Iodophenylacetyl)amino]phenyl]-1H-naphtho[1,2-b][1,4]diazepine-2,4(3H,5H)-dione). Yield: 23.2%. As a reaction SMILES: [I:1][C:2]1[CH:7]=[CH:6][CH:5]=[CH:4][C:3]=1[CH2:8][C:9]([OH:11])=O.S(Cl)(Cl)=O.[NH2:16][C:17]1[CH:18]=[C:19]([N:23]2[C:29](=[O:30])[CH2:28][C:27](=[O:31])[NH:26][C:25]3[C:32]4[C:37]([CH:38]=[CH:39][C:24]2=3)=[CH:36][CH:35]=[CH:34][CH:33]=4)[CH:20]=[CH:21][CH:22]=1>>[I:1][C:2]1[CH:7]=[CH:6][CH:5]=[CH:4][C:3]=1[CH2:8][C:9]([NH:16][C:17]1[CH:18]=[C:19]([N:23]2[C:29](=[O:30])[CH2:28][C:27](=[O:31])[NH:26][C:25]3[C:32]4[C:37]([CH:38]=[CH:39][C:24]2=3)=[CH:36][CH:35]=[CH:34][CH:33]=4)[CH:20]=[CH:21][CH:22]=1)=[O:11]. Procedure details: 2-Iodophenylacetic acid (39 mg, 0.15 mmol) was treated with thionyl chloride in the same manner as that of Example 13, and then by using the resultant together with 5-(3-aminophenyl)-1H-naphtho[1,2-b][1,4]diazepine-2,4(3H,5H)-dione (32 mg, 0.1 mmol) obtained in Example 53, (1), the title compound (13 mg, yield 23%) was obtained as pale brown powder in the same manner as that of Example 1, (4). Reactants: CN(C(=O)C1=NSC2=C1C=CC=C2)CCCCl (N-methyl-N-(3-chloropropyl)-1,2-benzisothiazole-3-carboxamide), FC1=CC=C(C(=O)N2CCCCC2)C=C1 (1-(4-fluorobenzoyl)piperidine), C([O-])([O-])=O.[K+].[K+] (potassium carbonate), [I-].[Na+] (sodium iodide). Run in CN1C(CCC1)=O (1-methyl-2-pyrrolidinone). Run at temperature 120 celsius, time 24 hour. The product is Cl.Cl.CN(C(=O)C1=NSC2=C1C=CC=C2)CCCC2N(CCCC2)C(C2=CC=C(C=C2)F)=O (N-Methyl-N-[3-(1-(4-fluorobenzoyl)piperidinyl)propyl]-1,2-benzisothiazole-3-carboxamide dihydrochloride). Isolated yield 9.4%. As a reaction SMILES: [CH3:1][N:2]([CH2:14][CH2:15][CH2:16][Cl:17])[C:3]([C:5]1[C:9]2[CH:10]=[CH:11][CH:12]=[CH:13][C:8]=2[S:7][N:6]=1)=[O:4].[F:18][C:19]1[CH:32]=[CH:31][C:22]([C:23]([N:25]2[CH2:30][CH2:29][CH2:28][CH2:27][CH2:26]2)=[O:24])=[CH:21][CH:20]=1.C(=O)([O-])[O-].[K+].[K+].[I-].[Na+]>CN1CCCC1=O>[ClH:17].[ClH:17].[CH3:1][N:2]([CH2:14][CH2:15][CH2:16][CH:26]1[CH2:27][CH2:28][CH2:29][CH2:30][N:25]1[C:23](=[O:24])[C:22]1[CH:21]=[CH:20][C:19]([F:18])=[CH:32][CH:31]=1)[C:3]([C:5]1[C:9]2[CH:10]=[CH:11][CH:12]=[CH:13][C:8]=2[S:7][N:6]=1)=[O:4] |f:2.3.4,5.6,8.9.10|. Procedure details: A mixture of N-methyl-N-(3-chloropropyl)-1,2-benzisothiazole-3-carboxamide (7.13 g), 1-(4-fluorobenzoyl)piperidine (6.44 g), potassium carbonate (7.33 g), and sodium iodide (300 mg) in dry 1-methyl-2-pyrrolidinone (150 ml) was heated to 120° C., with stirring, under nitrogen. After 24 hrs, the mixture was allowed to cool to room temperature, and the residue was partitioned between ethyl acetate/water. The organic phase was washed with water, dried over anhydrous magnesium sulfate, filtered, and ... Starting materials: BrC=1C=NC=C(C1N1CCN(CC1)C)[N+](=O)[O-] (1-(3-bromo-5-nitro-4-pyridyl)-4-methyl-piperazine), ferrous, ClCCl (dichloromethane), C([O-])([O-])=O.[K+].[K+] (potassium carbonate), C1(CC1)B(O)O (cyclopropylboronic acid). The reagents and catalysts are Cl[Pd-2]([P+](C1=CCC=C1)(C1=CC=CC=C1)C1=CC=CC=C1)([P+](C1=CC=CC=C1)(C1=CC=CC=C1)C1=CCC=C1)Cl (dichloro-bis[cyclopenta-1,4-dien-1-yl(diphenyl)phosphaniumyl]palladium(2-)). The solvent is O1CCOCC1 (dioxane). Run at temperature 100 celsius. The product is C1(CC1)C=1C=NC=C(C1N1CCN(CC1)C)[N+](=O)[O-] (1-(3-cyclopropyl-5-nitropyridin-4-yl)-4-methylpiperazine). RXN SMILES: Br[C:2]1[CH:3]=[N:4][CH:5]=[C:6]([N+:15]([O-:17])=[O:16])[C:7]=1[N:8]1[CH2:13][CH2:12][N:11]([CH3:14])[CH2:10][CH2:9]1.ClCCl.C(=O)([O-])[O-].[K+].[K+].[CH:27]1(B(O)O)[CH2:29][CH2:28]1>O1CCOCC1.Cl[Pd-2](Cl)([P+](C1C=CCC=1)(C1C=CC=CC=1)C1C=CC=CC=1)[P+](C1C=CC=CC=1)(C1C=CC=CC=1)C1C=CCC=1>[CH:27]1([C:2]2[CH:3]=[N:4][CH:5]=[C:6]([N+:15]([O-:17])=[O:16])[C:7]=2[N:8]2[CH2:13][CH2:12][N:11]([CH3:14])[CH2:10][CH2:9]2)[CH2:29][CH2:28]1 |f:2.3.4|. Procedure: A mixture of 1-(3-bromo-5-nitro-4-pyridyl)-4-methyl-piperazine (synthesized from 1-methylpiperazine and 3-bromo-4-chloro-5-nitropyridine using procedure Step 1 of Preparation N-1) (467.4 mg, 1.552 mmol), ferrous; dichloro-bis[cyclopenta-1,4-dien-1-yl(diphenyl)phosphaniumyl]palladium(2-); dichloromethane (63.37 mg, 0.07760 mmol), potassium carbonate (429.0 mg, 3.104 mmol) and cyclopropylboronic acid (200.0 mg, 2.328 mmol) in dioxane (5 mL) was degassed and flushed with nitrogen (×2). The reaction... Starting materials: C(CCC)O (n-butanol), [OH-].[Na+] (NaOH), O (water), CCOC(=O)[C@H](CCC=1C=CC=CC1)N[C@@H](C)C(=O)N2[C@H]3CCCC[C@@H]3C[C@H]2C(=O)O (Trandolapril). The solvent is C(C)O (ethanol). Conditions: time 15 hour. The product is C[C@@H](C(=O)N1[C@H]2CCCC[C@@H]2C[C@H]1C(=O)O)N[C@@H](CCC=3C=CC=CC3)C(=O)O (Trandolaprilat). Reaction SMILES: [OH-].[Na+].O.CC[O:6][C:7]([C@@H:9]([NH:18][C@H:19]([C:21]([N:23]1[C@H:31]([C:32]([OH:34])=[O:33])[CH2:30][C@@H:29]2[C@@H:24]1[CH2:25][CH2:26][CH2:27][CH2:28]2)=[O:22])[CH3:20])[CH2:10][CH2:11][C:12]1[CH:13]=[CH:14][CH:15]=[CH:16][CH:17]=1)=[O:8].C(O)CCC>C(O)C>[CH3:20][C@H:19]([NH:18][C@H:9]([C:7]([OH:8])=[O:6])[CH2:10][CH2:11][C:12]1[CH:13]=[CH:14][CH:15]=[CH:16][CH:17]=1)[C:21]([N:23]1[C@H:31]([C:32]([OH:34])=[O:33])[CH2:30][C@@H:29]2[C@@H:24]1[CH2:25][CH2:26][CH2:27][CH2:28]2)=[O:22] |f:0.1|. Procedure details: A solution of NaOH (6.5 g, 153.6 mmol; assay=94.52%), water (157 ml), ethanol (157 ml, technical grade, contains ˜5% 2-propanol) and Trandolapril (31.5 g, 72.94 mmol; assay=99.7%) was stirred at an internal temperature ranging from about 20° C. to about 25° C. for 15 hours. After an in-process control showed an almost complete saponification (by HPLC), the clear solution was concentrated in vacuo to an amount of 167.05 g, and n-butanol (160 ml) was added to the concentrated product. This mixture... Reactants: Cl.C1(C=2C(C(N1CC1=CC=C(C=C1)CCC1=CC=C(C(OC)=N)C=C1)=O)=CC=CC2)=O (methyl 4-[2-(4-phthalimidomethylphenyl)ethyl]benzimidate hydrochloride), CO (methanol), CCOCC (Ether), CN (methylamine). Run in C(Cl)(Cl)Cl (chloroform). Conditions: time 15 hour. Product: Cl.CNC(C1=CC=C(C=C1)CCC1=CC=C(C=C1)CN1C(C=2C(C1=O)=CC=CC2)=O)=N (N-methyl-4-[2-(4-phthalimidomethylphenyl)ethyl]benzamidine hydrochloride). As a reaction SMILES: [ClH:1].C1(=O)[N:6]([CH2:7][C:8]2[CH:13]=[CH:12][C:11]([CH2:14][CH2:15][C:16]3[CH:25]=[CH:24][C:19]([C:20](=[NH:23])OC)=[CH:18][CH:17]=3)=[CH:10][CH:9]=2)[C:5](=[O:26])[C:4]2=[CH:27][CH:28]=[CH:29][CH:30]=[C:3]12.[CH3:32][OH:33].[CH3:34][NH2:35].CCOCC>C(Cl)(Cl)Cl>[ClH:1].[CH3:34][NH:35][C:20](=[NH:23])[C:19]1[CH:18]=[CH:17][C:16]([CH2:15][CH2:14][C:11]2[CH:12]=[CH:13][C:8]([CH2:7][N:6]3[C:32](=[O:33])[C:27]4=[CH:28][CH:29]=[CH:30][CH:3]=[C:4]4[C:5]3=[O:26])=[CH:9][CH:10]=2)=[CH:25][CH:24]=1 |f:0.1,6.7|. Procedure details: To a solution of 1.5 g of methyl 4-[2-(4-phthalimidomethylphenyl)ethyl]benzimidate hydrochloride in 150 ml of chloroform, was added 0.3 ml of a methanol solution containing 40% of methylamine. The mixture was stirred at room temperature for 15 hours. The reaction mixture was stripped of the solvent under reduced pressure. Ether was added to the residue and the precipitated crystals were collected by filtration to yield 1.3 g of N-methyl-4-[2-(4-phthalimidomethylphenyl)ethyl]benzamidine hydrochlo... The reactants are B([O-])[O-] (boronate), IC1=NN(C2=NC=NC(=C21)N)[C@@H]2CC[C@@H](CC2)N2CCN(CC2)C (cis-3-iodo-1-[4-(4-methylpiperazino)cyclohexyl]-1H-pyrazolo[3,4-d]pyrimidin-4-amine), NC1=C2C(=NC=N1)N(N=C2C2=CC=C(C=C2)NC=2SC1=C(N2)C=CC(=C1)Cl)C1CCC(CC1)N1CCN(CC1)C (N2-(4-{4-amino-1-[4-(4-methylpiperazino)cyclohexyl]-1H-pyrazolo[3,4-d]pyrimidin-3-yl}phenyl)-6-chloro-1,3-benzothiazol-2-amine). The product is NC1=C2C(=NC=N1)N(N=C2C2=CC=C(C=C2)NC=2SC=C(N2)CC)[C@@H]2CC[C@@H](CC2)N2CCN(CC2)C (cis-N2-(4-{4-amino-1-[4-(4-methylpiperazino)cyclohexyl]-1H-pyrazolo[3,4-d]pyrimidin-3-yl}phenyl)-4-ethyl-1,3-thiazol-2-amine). RXN SMILES: B([O-])[O-].IC1C2C(=NC=NC=2N)N([C@H]2CC[C@@H](N3CCN(C)CC3)CC2)N=1.[NH2:28][C:29]1[N:34]=[CH:33][N:32]=[C:31]2[N:35]([CH:55]3[CH2:60][CH2:59][CH:58]([N:61]4[CH2:66][CH2:65][N:64]([CH3:67])[CH2:63][CH2:62]4)[CH2:57][CH2:56]3)[N:36]=[C:37]([C:38]3[CH:43]=[CH:42][C:41]([NH:44][C:45]4[S:46][C:47]5C=C(Cl)[CH:51]=[CH:50][C:48]=5[N:49]=4)=[CH:40][CH:39]=3)[C:30]=12>>[NH2:28][C:29]1[N:34]=[CH:33][N:32]=[C:31]2[N:35]([C@H:55]3[CH2:60][CH2:59][C@@H:58]([N:61]4[CH2:66][CH2:65][N:64]([CH3:67])[CH2:63][CH2:62]4)[CH2:57][CH2:56]3)[N:36]=[C:37]([C:38]3[CH:39]=[CH:40][C:41]([NH:44][C:45]4[S:46][CH:47]=[C:48]([CH2:50][CH3:51])[N:49]=4)=[CH:42][CH:43]=3)[C:30]=12. Procedure details: The boronate intermediate (0.15 g, 0.45 mmol) was coupled with cis-3-iodo-1-[4-(4-methylpiperazino)cyclohexyl]-1H-pyrazolo[3,4-d]pyrimidin-4-amine (0.182 g, 0.41 mmol) using the procedure for Suzuki coupling described in the preparation of N2-(4-{4-amino-1-[4-(4-methylpiperazino)cyclohexyl]-1H-pyrazolo[3,4-d]pyrimidin-3-yl}phenyl)-6-chloro-1,3-benzothiazol-2-amine. Purification of the product by preparative HPLC (25 to 100% acetonitrile in 0.1 M aqueous ammonium acetate over 20 min at 21 mL/min ... The reactants are C(C(C)C)(=O)C=1C=CC(=C(C(=O)O)C1)OC (5-isobutyryl-2-methoxybenzoic acid), FC(C=1C=C(N)C=C(C1)C(F)(F)F)(F)F (3,5-bis(trifluoromethyl)aniline), raw materials. Product: C(C(C)C)(=O)C=1C=CC(=C(C(=O)NC2=CC(=CC(=C2)C(F)(F)F)C(F)(F)F)C1)OC (5-Isobutyryl-N-[3,5-bis(trifluoromethyl)phenyl]-2-methoxybenzamide). Yield: 61.4%. RXN SMILES: [C:1]([C:6]1[CH:7]=[CH:8][C:9]([O:15][CH3:16])=[C:10]([CH:14]=1)[C:11]([OH:13])=O)(=[O:5])[CH:2]([CH3:4])[CH3:3].[F:17][C:18]([F:31])([F:30])[C:19]1[CH:20]=[C:21]([CH:23]=[C:24]([C:26]([F:29])([F:28])[F:27])[CH:25]=1)[NH2:22]>>[C:1]([C:6]1[CH:7]=[CH:8][C:9]([O:15][CH3:16])=[C:10]([CH:14]=1)[C:11]([NH:22][C:21]1[CH:23]=[C:24]([C:26]([F:27])([F:28])[F:29])[CH:25]=[C:19]([C:18]([F:17])([F:30])[F:31])[CH:20]=1)=[O:13])(=[O:5])[CH:2]([CH3:3])[CH3:4]. Reported procedure: Using 5-isobutyryl-2-methoxybenzoic acid and 3,5-bis(trifluoromethyl)aniline as the raw materials, the same operation as the Example 16 gave the title compound.